This data is from the Open Reaction Database (ORD), a public repository of structured organic reaction records. The task is: describe an organic reaction: reactants, conditions, products, and yield Starting materials: CC(C)C(NC(=O)OCc1ccccc1)C(=O)O, OCCO, CN(C)c1ccncc1, C(=NC1CCCCC1)=NC1CCCCC1, ClCCl. Yields the product CC(C)C(NC(=O)OCc1ccccc1)C(=O)OCCO. Reaction SMILES: [C:20](=[O:21])([O:22][CH2:23][c:24]1[cH:25][cH:26][cH:27][cH:28][cH:29]1)[NH:30][CH:31]([CH:32]([CH3:33])[CH3:34])[C:35](=[O:36])[OH:37].[CH2:16]([CH2:17][OH:18])[OH:19].[CH3:38][N:39]([c:40]1[cH:41][cH:42][n:43][cH:44][cH:45]1)[CH3:46].[CH:1]1([N:2]=[C:3]=[N:4][CH:5]2[CH2:6][CH2:7][CH2:8][CH2:9][CH2:10]2)[CH2:11][CH2:12][CH2:13][CH2:14][CH2:15]1.[Cl:47][CH2:48][Cl:49]>>[CH2:16]([CH2:17][O:18][C:35]([CH:31]([NH:30][C:20](=[O:21])[O:22][CH2:23][c:24]1[cH:25][cH:26][cH:27][cH:28][cH:29]1)[CH:32]([CH3:33])[CH3:34])=[O:36])[OH:19]. Starting materials: C(C)OC(=O)C1CC2CSCC(C1)C2=O (9-oxo-3-thia-bicyclo[3.3.1]nonane-7-carboxylic acid ethyl ester), O (water), [OH-].[Na+] (sodium hydroxide). Solvent: C1CCOC1 (THF), C1CCOC1 (THF). Reaction conditions: time 8 hour. The product is O=C1C2CSCC1CC(C2)C(=O)O (9-oxo-3-thia-bicyclo[3.3.1]nonane-7-carboxylic acid). Yield: 50.4%. RXN SMILES: C([O:3][C:4]([CH:6]1[CH2:13][CH:12]2[C:14](=[O:15])[CH:8]([CH2:9][S:10][CH2:11]2)[CH2:7]1)=[O:5])C.O.[OH-].[Na+]>C1COCC1>[O:15]=[C:14]1[CH:8]2[CH2:7][CH:6]([C:4]([OH:5])=[O:3])[CH2:13][CH:12]1[CH2:11][S:10][CH2:9]2 |f:2.3|. Reported procedure: To a solution of 9-oxo-3-thia-bicyclo[3.3.1]nonane-7-carboxylic acid ethyl ester (5 g, 22 mmol) in a THF (55 ml)/water (30 ml) mixture at 0° C. was added dropwise a 1N sodium hydroxide solution (24 ml, 24 mmol). The reaction mixture was stirred at room temperature overnight, then heated to 60° C. for 1 hour before THF was evaporated. The remaining aqueous layer was washed with ethyl acetate, acidified with 1N HCl, the resulting precipitate was filtered and dried to yield 9-oxo-3-thia-bicyclo[3.3...